Dataset: the Open Reaction Database (ORD), a public repository of structured organic reaction records. Task: describe an organic reaction: reactants, conditions, products, and yield Starting materials: ClC=1C=CC(=NC1)C1=NOC(=C1CN1C(C2=CC=CC=C2C1=O)=O)C (2-[3-(5-chloro-pyridin-2-yl)-5-methyl-isoxazol-4-ylmethyl]-isoindole-1,3-dione), FC1=CC=C(C=C1)C1=NOC(=C1CN1C(C2=CC=CC=C2C1=O)=O)C (2-[3-(4-fluoro-phenyl)-5-methyl-isoxazol-4-ylmethyl]-isoindole-1,3-dione). Yields the product ClC=1C=CC(=NC1)C1=NOC(=C1NC)C ([3-(5-Chloro-pyridin-2-yl)-5-methyl-isoxazol-4-yl]-methylamine). The yield is 69.0%. Reaction SMILES: [Cl:1][C:2]1[CH:3]=[CH:4][C:5]([C:8]2[C:12](CN3C(=O)C4C(=CC=CC=4)C3=O)=[C:11]([CH3:25])[O:10][N:9]=2)=[N:6][CH:7]=1.FC1C=CC([C:33]2C(CN3C(=O)C4C(=CC=CC=4)C3=O)=C(C)O[N:34]=2)=CC=1>>[Cl:1][C:2]1[CH:3]=[CH:4][C:5]([C:8]2[C:12]([NH:34][CH3:33])=[C:11]([CH3:25])[O:10][N:9]=2)=[N:6][CH:7]=1. Procedure: As described for example 78b, 2-[3-(5-chloro-pyridin-2-yl)-5-methyl-isoxazol-4-ylmethyl]-isoindole-1,3-dione (1.3 g, 3.68 mmol) was converted, instead of 2-[3-(4-fluoro-phenyl)-5-methyl-isoxazol-4-ylmethyl]-isoindole-1,3-dione, to the title compound (570 mg, 69%) which was obtained as a white solid. MS: m/e=224.3 [M+H]+. Starting materials: BrC=1C=C2CCN(C(C2=CC1)C1=C(C=CC=C1)Cl)CC(=O)N1CCN(CC1)C1CCC1 (2-[6-bromo-1-(2-chloro-phenyl)-3,4-dihydro-1H-isoquinolin-2-yl]-1-(4-cyclobutyl-piperazin-1-yl)-ethanone), C(CCC)OC=C (n-butylvinyl ether), TEA, C1(=CC=CC=C1)P(CCCP(C1=CC=CC=C1)C1=CC=CC=C1)C1=CC=CC=C1 (1,3-bis(diphenylphosphino)propane), O (Water). The reagents and catalysts are C(C)(=O)[O-].[Pd+2].C(C)(=O)[O-] (palladium acetate). Solvent: CN(C)C=O (DMF). Reaction conditions: temperature 80 celsius, time 7 hour. Yields the product C(C)(=O)C=1C=C2CCN(C(C2=CC1)C1=C(C=CC=C1)Cl)CC(=O)N1CCN(CC1)C1CCC1 (2-[6-Acetyl-1-(2-Chloro-Phenyl)-3,4-Dihydro-1H-Isoquinolin-2-Yl]-1-(4-Cyclobutyl-Piperazin-1-Yl)-Ethanone). RXN SMILES: Br[C:2]1[CH:3]=[C:4]2[C:9](=[CH:10][CH:11]=1)[CH:8]([C:12]1[CH:17]=[CH:16][CH:15]=[CH:14][C:13]=1[Cl:18])[N:7]([CH2:19][C:20]([N:22]1[CH2:27][CH2:26][N:25]([CH:28]3[CH2:31][CH2:30][CH2:29]3)[CH2:24][CH2:23]1)=[O:21])[CH2:6][CH2:5]2.[CH2:32]([O:36]C=C)[CH2:33]CC.C1(P(C2C=CC=CC=2)CCCP(C2C=CC=CC=2)C2C=CC=CC=2)C=CC=CC=1.O>CN(C=O)C.C([O-])(=O)C.[Pd+2].C([O-])(=O)C>[C:32]([C:2]1[CH:3]=[C:4]2[C:9](=[CH:10][CH:11]=1)[CH:8]([C:12]1[CH:17]=[CH:16][CH:15]=[CH:14][C:13]=1[Cl:18])[N:7]([CH2:19][C:20]([N:22]1[CH2:27][CH2:26][N:25]([CH:28]3[CH2:31][CH2:30][CH2:29]3)[CH2:24][CH2:23]1)=[O:21])[CH2:6][CH2:5]2)(=[O:36])[CH3:33] |f:5.6.7|. Reported procedure: To a solution of 2-[6-bromo-1-(2-chloro-phenyl)-3,4-dihydro-1H-isoquinolin-2-yl]-1-(4-cyclobutyl-piperazin-1-yl)-ethanone (310 mg, 0.62 mmol) in dry DMF (5.0 ml) is added n-butylvinyl ether (310 mg, 3.98 mmol, 5.0 eq.), TEA (75 mg, 0.74 mmol, 1.2 eq.), 1,3-bis(diphenylphosphino)propane (7 mg, 0.0017 mmol, 0.0276 eq.), and palladium acetate (3.5 mg, 0.015 mmol, 0.025 eq.) under nitrogen. The resulting mixture is stirred at 80° C. for 7 hr. Water (20 ml) is added to quench the reaction, and the mi... The reactants are C(C)(C)S(=O)(=O)C[C@@H]1CC2(OCCO2)CC[C@@H]1NC(OCC1=CC=CC=C1)=O (benzyl ((7R,8S)-7-(isopropylsulfonylmethyl)-1,4-dioxa-spiro[4.5]dec-8-yl)-carbamate), Cl (HCl). Run in CC(=O)C (acetone). Product: C(C)(C)S(=O)(=O)C[C@H]1[C@H](CCC(C1)=O)NC(OCC1=CC=CC=C1)=O (benzyl (1S,2R)-2-(isopropylsulfonylmethyl)-4-oxocyclohexylcarbamate). The yield is 97.2%. As a reaction SMILES: [CH:1]([S:4]([CH2:7][C@H:8]1[C@@H:17]([NH:18][C:19](=[O:28])[O:20][CH2:21][C:22]2[CH:27]=[CH:26][CH:25]=[CH:24][CH:23]=2)[CH2:16][CH2:15][C:10]2(OCC[O:11]2)[CH2:9]1)(=[O:6])=[O:5])([CH3:3])[CH3:2].Cl>CC(C)=O>[CH:1]([S:4]([CH2:7][C@@H:8]1[CH2:9][C:10](=[O:11])[CH2:15][CH2:16][C@@H:17]1[NH:18][C:19](=[O:28])[O:20][CH2:21][C:22]1[CH:23]=[CH:24][CH:25]=[CH:26][CH:27]=1)(=[O:6])=[O:5])([CH3:3])[CH3:2]. Reported procedure: A solution of benzyl ((7R,8S)-7-(isopropylsulfonylmethyl)-1,4-dioxa-spiro[4.5]dec-8-yl)-carbamate (2.3 g, 5.6 mmol) in acetone (30 ml) is treated with 5 N HCl (30 ml) and heated to reflux for 2 hrs. The The mixture is concentrated on a rotary evaporator and the residue neutralized with 1 N NaOH and extracted into CH2Cl2. The organic extracts were washed with water, brine, and the solvent remove under vacuum to give 2.0 g of benzyl (1S,2R)-2-(isopropylsulfonylmethyl)-4-oxocyclohexylcarbamate. Thi... RXN SMILES: C[CH:2]([CH:6]1[C:10]2=[C:11]([S:20][C:21]3[CH:26]=[CH:25][C:24]([Cl:27])=[CH:23][CH:22]=3)[C:12]3[C:13](Br)=[CH:14][C:15]([F:18])=[CH:16][C:17]=3[N:9]2[CH2:8][CH2:7]1)[C:3]([O-:5])=[O:4].C([Sn](CCCC)(CCCC)[C:33]1[S:34][CH:35]=[CH:36][CH:37]=1)CCC>>[Cl:27][C:24]1[CH:25]=[CH:26][C:21]([S:20][C:11]2[C:12]3[C:13]([C:33]4[S:34][CH:35]=[CH:36][CH:37]=4)=[CH:14][C:15]([F:18])=[CH:16][C:17]=3[N:9]3[CH2:8][CH2:7][CH:6]([CH2:2][C:3]([OH:5])=[O:4])[C:10]=23)=[CH:22][CH:23]=1. Reactants: CC(C(=O)[O-])C1CCN2C1=C(C=1C(=CC(=CC21)F)Br)SC2=CC=C(C=C2)Cl ((+/−)-methyl{8-bromo-9-[(4-chlorophenyl)thio]-6-fluoro-2,3-dihydro-1H-pyrrolo[1,2-a]indol-1-yl}acetate), C(CCC)[Sn](C=1SC=CC1)(CCCC)CCCC (tributyl(thien-2-yl)-stannane). Procedure: Starting from (+/−)-methyl{8-bromo-9-[(4-chlorophenyl)thio]-6-fluoro-2,3-dihydro-1H-pyrrolo[1,2-a]indol-1-yl}acetate and tributyl(thien-2-yl)-stannane, the title compound was synthesized following the procedures described in Example 42 and Step 10 of Example 7. Product: ClC1=CC=C(C=C1)SC1=C2N(C=3C=C(C=C(C13)C=1SC=CC1)F)CCC2CC(=O)O ((+/−)-{9-[(4-chlorophenyl)thio]-6-fluoro-8-thien-2-yl-2,3-dihydro-1H-pyrrolo[1,2-a]indol-1-yl}acetic acid). Starting materials: NC1=C2C=C[C@H]3[C@@H]4CCC([C@@]4(C)CC[C@@H]3[C@]2(C=C(C1=O)F)C)=O (4-amino-2-fluoro-androsta-1,4,6-triene-3,17-dione), Cl (hydrochloric acid). Solvent: C(C)O (ethanol). Product: Cl.NC1=C2C=C[C@H]3[C@@H]4CCC([C@@]4(C)CC[C@@H]3[C@]2(C=C(C1=O)F)C)=O (4-amino-2-fluoro-androsta-1,4,6-triene-3,17-dione hydrochloride). As a reaction SMILES: [NH2:1][C:2]1[C:19](=[O:20])[C:18]([F:21])=[CH:17][C@@:16]2([CH3:22])[C:3]=1[CH:4]=[CH:5][C@@H:6]1[C@@H:15]2[CH2:14][CH2:13][C@@:11]2([CH3:12])[C@H:7]1[CH2:8][CH2:9][C:10]2=[O:23].[ClH:24]>C(O)C>[ClH:24].[NH2:1][C:2]1[C:19](=[O:20])[C:18]([F:21])=[CH:17][C@@:16]2([CH3:22])[C:3]=1[CH:4]=[CH:5][C@@H:6]1[C@@H:15]2[CH2:14][CH2:13][C@@:11]2([CH3:12])[C@H:7]1[CH2:8][CH2:9][C:10]2=[O:23] |f:3.4|. Procedure details: A solution of 4-amino-2-fluoro-androsta-1,4,6-triene-3,17-dione (3.154 g, 10 mmol) in ethanol (100 ml) was treated with 0.1N hydrochloric acid (100 ml, 10 mmol). Procedure: (S)-5-nonyl-2-(4'-(2"-hydroxypropoxy)phenyl)pyridine (m.p. 77.6°-80.3° C.) was reacted with 2-propoxypropionic acid prepared in Example 3 in the same manner as in Example 3 to obtain 5-nonyl-2-(4'-(2"-(2"'-propoxypropionyloxy)-propoxy)phenyl)pyridine (m.p. 58.0° C.). As a reaction SMILES: [CH2:1]([C:10]1[CH:11]=[CH:12][C:13]([C:16]2[CH:21]=[CH:20][C:19]([O:22][CH2:23][C@@H:24]([OH:26])[CH3:25])=[CH:18][CH:17]=2)=[N:14][CH:15]=1)[CH2:2][CH2:3][CH2:4][CH2:5][CH2:6][CH2:7][CH2:8][CH3:9].[CH2:27]([O:30][CH:31]([CH3:35])[C:32](O)=[O:33])[CH2:28][CH3:29]>>[CH2:1]([C:10]1[CH:11]=[CH:12][C:13]([C:16]2[CH:21]=[CH:20][C:19]([O:22][CH2:23][CH:24]([O:26][C:32](=[O:33])[CH:31]([O:30][CH2:27][CH2:28][CH3:29])[CH3:35])[CH3:25])=[CH:18][CH:17]=2)=[N:14][CH:15]=1)[CH2:2][CH2:3][CH2:4][CH2:5][CH2:6][CH2:7][CH2:8][CH3:9]. The product is C(CCCCCCCC)C=1C=CC(=NC1)C1=CC=C(C=C1)OCC(C)OC(C(C)OCCC)=O (5-nonyl-2-(4'-(2"-(2"'-propoxypropionyloxy)-propoxy)phenyl)pyridine). The reactants are C(CCCCCCCC)C=1C=CC(=NC1)C1=CC=C(C=C1)OC[C@H](C)O ((S)-5-nonyl-2-(4'-(2"-hydroxypropoxy)phenyl)pyridine), C(CC)OC(C(=O)O)C (2-propoxypropionic acid). The reactants are [OH-].[NH4+] (ammonium hydroxide), Cl.CC1=NC=C(C(=C1O)CS)C=C (2-Methyl-3-hydroxy-4-mercaptomethyl-5-vinylpyridine hydrochloride). Run in O (water). Product: CC1=NC=C(C(=C1O)CSSCC1=C(C(=NC=C1C=C)C)O)C=C (Bis[2-methyl-3-hydroxy-5-vinyl-4-pyridylmethyl]disulfide). As a reaction SMILES: Cl.[CH3:2][C:3]1[C:8]([OH:9])=[C:7]([CH2:10][SH:11])[C:6]([CH:12]=[CH2:13])=[CH:5][N:4]=1.[OH-:14].[NH4+:15]>O>[CH3:2][C:3]1[C:8]([OH:9])=[C:7]([CH2:10][S:11][S:11][CH2:10][C:7]2[C:6]([CH:12]=[CH2:13])=[CH:5][N:15]=[C:3]([CH3:2])[C:8]=2[OH:14])[C:6]([CH:12]=[CH2:13])=[CH:5][N:4]=1 |f:0.1,2.3|. Procedure details: 2-Methyl-3-hydroxy-4-mercaptomethyl-5-vinylpyridine hydrochloride (9 g.) is dissolved in 50 ml. water and treated with 2 N ammonium hydroxide to about pH 9. Air is bubbled through the solution for 24 hours. The precipitated bis[2-methyl-3-hydroxy-5-vinyl-4-pyridylmethyl]disulfide is collected on a filter and dried, m.p. 178°-180° (dec.).